Dataset: the Open Reaction Database (ORD), a public repository of structured organic reaction records. Task: describe an organic reaction: reactants, conditions, products, and yield Reactants: ClC=1C2C(N=CN1)NC=C2 (4-Chloro-7,7a-dihydro-4aH-pyrrolo[2,3-d]pyrimidine), [N+](=O)([O-])C=1C=C(C=CC1[N+](=O)[O-])O (3,4-dinitrophenol), TFA TEA. The product is [N+](=O)([O-])C=1C=C(OC=2C3C(N=CN2)NC=C3)C=CC1[N+](=O)[O-] (4-(3,4-dinitro-phenoxy)-7,7a-dihydro-4aH-pyrrolo[2,3-d]pyrimidine). RXN SMILES: Cl[C:2]1[CH:3]2[CH:10]=[CH:9][NH:8][CH:4]2[N:5]=[CH:6][N:7]=1.[N+:11]([C:14]1[CH:15]=[C:16]([OH:23])[CH:17]=[CH:18][C:19]=1[N+:20]([O-:22])=[O:21])([O-:13])=[O:12]>>[N+:11]([C:14]1[CH:15]=[C:16]([CH:17]=[CH:18][C:19]=1[N+:20]([O-:22])=[O:21])[O:23][C:2]1[CH:3]2[CH:10]=[CH:9][NH:8][CH:4]2[N:5]=[CH:6][N:7]=1)([O-:13])=[O:12]. Reported procedure: 4-Chloro-7,7a-dihydro-4aH-pyrrolo[2,3-d]pyrimidine (1.66 g, 10.8 mmol), 3,4-dinitrophenol (2.4 g, 13 mmol) and TFA/TEA were heated at 150° C. for 2 h. The resulting green solid was purified on silica gel using a Hexane/EtOAc gradient (100/0 to 50/50) to give 4-(3,4-dinitro-phenoxy)-7,7a-dihydro-4aH-pyrrolo[2,3-d]pyrimidine.